This data is from the Open Reaction Database (ORD), a public repository of structured organic reaction records. The task is: describe an organic reaction: reactants, conditions, products, and yield The reactants are CN(C)C=O, CCN(C(C)C)C(C)C, O=[N+]([O-])c1cnc2cccnc2c1O, NCc1ccccc1, O, O=P(Cl)(Cl)Cl. The product is O=[N+]([O-])c1cnc2cccnc2c1NCc1ccccc1. RXN SMILES: [CH3:37][N:38]([CH3:39])[CH:40]=[O:41].[CH:20]([N:21]([CH:22]([CH3:23])[CH3:24])[CH2:25][CH3:26])([CH3:27])[CH3:28].[N+:6](=[O:7])([O-:8])[c:9]1[cH:10][n:11][c:12]2[cH:13][cH:14][cH:15][n:16][c:17]2[c:18]1[OH:19].[NH2:29][CH2:30][c:31]1[cH:32][cH:33][cH:34][cH:35][cH:36]1.[OH2:42].[P:1]([Cl:2])([Cl:3])([Cl:4])=[O:5]>>[N+:6](=[O:7])([O-:8])[c:9]1[cH:10][n:11][c:12]2[cH:13][cH:14][cH:15][n:16][c:17]2[c:18]1[NH:29][CH2:30][c:31]1[cH:32][cH:33][cH:34][cH:35][cH:36]1. Reactants: Cc1ccccc1, CC#N, [Ce+3], COc1ccc(Oc2ncc(F)nc2C#N)cc1, O=[N+]([O-])[O-], O=[N+]([O-])[O-], O=[N+]([O-])[O-], O=[N+]([O-])[O-], O=[N+]([O-])[O-], [NH4+], [NH4+], [Na+], [Na+], O, O=S([O-])([O-])=S. Yields the product N#Cc1nc(F)c[nH]c1=O. RXN SMILES: [CH3:42][c:43]1[cH:44][cH:45][cH:46][cH:47][cH:48]1.[CH3:56][C:57]#[N:58].[Ce+3:23].[F:1][c:2]1[cH:3][n:4][c:5]([O:10][c:11]2[cH:12][cH:13][c:14]([O:15][CH3:16])[cH:17][cH:18]2)[c:6]([C:8]#[N:9])[n:7]1.[N+:19]([O-:20])([O-:21])=[O:22].[N+:26]([O-:27])([O-:28])=[O:29].[N+:30]([O-:31])([O-:32])=[O:33].[N+:34]([O-:35])([O-:36])=[O:37].[N+:38]([O-:39])([O-:40])=[O:41].[NH4+:24].[NH4+:25].[Na+:54].[Na+:55].[OH2:59].[S:49]([O-:50])([O-:51])(=[O:52])=[S:53]>>[F:1][c:2]1[cH:3][nH:4][c:5](=[O:10])[c:6]([C:8]#[N:9])[n:7]1. The reactants are CCCOc1cc(O)ccc1Br, O=C([O-])[O-], CI, CC(C)=O, [K+], [K+]. Yields the product CCCOc1cc(OC)ccc1Br. As a reaction SMILES: [Br:1][c:2]1[c:3]([O:9][CH2:10][CH2:11][CH3:12])[cH:4][c:5]([OH:8])[cH:6][cH:7]1.[C:13](=[O:14])([O-:15])[O-:16].[CH3:19][I:20].[CH3:21][C:22](=[O:23])[CH3:24].[K+:17].[K+:18]>>[Br:1][c:2]1[c:3]([O:9][CH2:10][CH2:11][CH3:12])[cH:4][c:5]([O:8][CH3:13])[cH:6][cH:7]1.